This data is from the Open Reaction Database (ORD), a public repository of structured organic reaction records. The task is: describe an organic reaction: reactants, conditions, products, and yield Starting materials: CO, O=C(NCc1ccc(Cl)cc1)c1c(O)n2cc(C#CCOC3CCCCO3)ccc2nc1=O, ClCCl, Cl. Yields the product O=C(NCc1ccc(Cl)cc1)c1c(O)n2cc(C#CCO)ccc2nc1=O. RXN SMILES: [CH3:38][OH:39].[Cl:1][c:2]1[cH:3][cH:4][c:5]([CH2:6][NH:7][C:8](=[O:9])[c:10]2[c:11](=[O:31])[n:12][c:13]3[n:14]([c:15]2[OH:16])[cH:17][c:18]([C:21]#[C:22][CH2:23][O:24][CH:25]2[CH2:26][CH2:27][CH2:28][CH2:29][O:30]2)[cH:19][cH:20]3)[cH:32][cH:33]1.[Cl:35][CH2:36][Cl:37].[ClH:34]>>[Cl:1][c:2]1[cH:3][cH:4][c:5]([CH2:6][NH:7][C:8](=[O:9])[c:10]2[c:11](=[O:31])[n:12][c:13]3[n:14]([c:15]2[OH:16])[cH:17][c:18]([C:21]#[C:22][CH2:23][OH:24])[cH:19][cH:20]3)[cH:32][cH:33]1. The reactants are C1CCOC1, COC(=O)Cc1cc(C(F)(F)F)cc(C(F)(F)F)c1, C[Si](C)(C)[N-][Si](C)(C)C, CC(C)I, [Na+]. Yields the product COC(=O)C(c1cc(C(F)(F)F)cc(C(F)(F)F)c1)C(C)C. Reaction SMILES: [CH2:34]1[O:35][CH2:36][CH2:37][CH2:38]1.[CH3:11][O:12][C:13]([CH2:14][c:15]1[cH:16][c:17]([C:25]([F:26])([F:27])[F:28])[cH:18][c:19]([C:21]([F:22])([F:23])[F:24])[cH:20]1)=[O:29].[CH3:1][Si:2]([N-:3][Si:4]([CH3:5])([CH3:6])[CH3:7])([CH3:8])[CH3:9].[CH:30]([CH3:31])([CH3:32])[I:33].[Na+:10]>>[CH3:11][O:12][C:13]([CH:14]([c:15]1[cH:16][c:17]([C:25]([F:26])([F:27])[F:28])[cH:18][c:19]([C:21]([F:22])([F:23])[F:24])[cH:20]1)[CH:30]([CH3:31])[CH3:32])=[O:29]. The reactants are Cl (HCl), O1CCOCC1 (1,4-dioxane), N1=NC(=CC=C1)N1CCC(CC1)NC(OC(C)(C)C)=O (tert-Butyl (1-pyridazin-3-ylpiperidin-4-yl)carbamate). The solvent is C1CCOC1.CO (THF MeOH). Yields the product N1=NC(=CC=C1)N1CCC(CC1)N (1-Pyridazin-3-ylpiperidin-4-amine). The yield is 152.5%. As a reaction SMILES: [N:1]1[CH:6]=[CH:5][CH:4]=[C:3]([N:7]2[CH2:12][CH2:11][CH:10]([NH:13]C(=O)OC(C)(C)C)[CH2:9][CH2:8]2)[N:2]=1.Cl.O1CCOCC1>C1COCC1.CO>[N:1]1[CH:6]=[CH:5][CH:4]=[C:3]([N:7]2[CH2:12][CH2:11][CH:10]([NH2:13])[CH2:9][CH2:8]2)[N:2]=1 |f:3.4|. Reported procedure: tert-Butyl (1-pyridazin-3-ylpiperidin-4-yl)carbamate (0.22 g, 0.92 mmol) was dissolved in THF:MeOH 70:30 (15 ml) and HCl in 1,4-dioxane (4M, 1.84 ml, 7.36 mmol) was added and the mixture was refluxed for 1.5 h. The reaction mixture was evaporated to yield the title compound (0.250 g, 100%) as the dihydrochloric salt. (0.250 g, 100%). 1H NMR (CD3OD, 500 MHz): δ 8.72-8.67 (m, 1H), 8.14-8.07 (m, 1H), 8.03-7.97 (m, 1H), 4.55-4.45 (m, 2H), 3.62-3.51 (m, 1H), 3.38-3.27 (m, 2H), 2.27-2.18 (m, 2H), 1.82... Starting materials: CC(C)C[AlH]CC(C)C, Cc1ccccc1, CO, [Cl-], CC1C(Cl)(Cl)C1(C#N)c1ccccc1, [NH4+], O=S(=O)(O)O, c1ccccc1. RXN SMILES: [CH3:15][CH:16]([CH2:17][AlH:18][CH2:19][CH:20]([CH3:21])[CH3:22])[CH3:23].[CH3:37][c:38]1[cH:39][cH:40][cH:41][cH:42][cH:43]1.[CH3:44][OH:45].[Cl-:24].[Cl:1][C:2]1([Cl:14])[C:3]([C:6]#[N:7])([c:8]2[cH:9][cH:10][cH:11][cH:12][cH:13]2)[CH:4]1[CH3:5].[NH4+:25].[S:26]([OH:27])(=[O:28])(=[O:29])[OH:30].[cH:31]1[cH:32][cH:33][cH:34][cH:35][cH:36]1>>[Cl:1][C:2]1([Cl:14])[C:3]([CH:6]=[O:27])([c:8]2[cH:9][cH:10][cH:11][cH:12][cH:13]2)[CH:4]1[CH3:5]. Yields the product CC1C(Cl)(Cl)C1(C=O)c1ccccc1. Starting materials: C[Li] (methyllithium), OCCCCCN1CCN(CC1)C1=CC=CC(=N1)C1=CC=C2C(CCC(C2=C1)=O)(C)C (7-{6-[4-(5-hydroxypentyl)piperazin-1-yl]pyridin-2-yl}-4,4-dimethyl-3,4-dihydro-2H-naphthalen-1-one), O (Water), C(O)([O-])=O.[Na+] (sodium hydrogencarbonate). Run in C(C)OCC (diethyl ether), C1CCOC1 (THF). Run at temperature 0 celsius, time 30 minute. Yields the product OCCCCCN1CCN(CC1)C1=CC=CC(=N1)C1=CC=C2C(CCC(C2=C1)(O)C)(C)C (7-{6-[4-(5-Hydroxypentyl)piperazin-1-yl]pyridin-2-yl}-1,4,4-trimethyl-1,2,3,4-tetrahydronaphthalen-1-ol). As a reaction SMILES: [OH:1][CH2:2][CH2:3][CH2:4][CH2:5][CH2:6][N:7]1[CH2:12][CH2:11][N:10]([C:13]2[N:18]=[C:17]([C:19]3[CH:28]=[C:27]4[C:22]([C:23]([CH3:31])([CH3:30])[CH2:24][CH2:25][C:26]4=[O:29])=[CH:21][CH:20]=3)[CH:16]=[CH:15][CH:14]=2)[CH2:9][CH2:8]1.C[Li].O.[C:35](=O)([O-])O.[Na+]>C1COCC1.C(OCC)C>[OH:1][CH2:2][CH2:3][CH2:4][CH2:5][CH2:6][N:7]1[CH2:8][CH2:9][N:10]([C:13]2[N:18]=[C:17]([C:19]3[CH:28]=[C:27]4[C:22]([C:23]([CH3:31])([CH3:30])[CH2:24][CH2:25][C:26]4([CH3:35])[OH:29])=[CH:21][CH:20]=3)[CH:16]=[CH:15][CH:14]=2)[CH2:11][CH2:12]1 |f:3.4|. Procedure details: 50 mg (0.12 mmol) of 7-{6-[4-(5-hydroxypentyl)piperazin-1-yl]pyridin-2-yl}-4,4-dimethyl-3,4-dihydro-2H-naphthalen-1-one are dissolved in 5 ml of THF, cooled to 0° C., and 224 μl (0.36 mmol) of methyllithium in diethyl ether (5%) are added. The reaction mixture is stirred at 0° C. for 30 min and warmed to room temperature. Water added to the reaction mixture, sodium hydrogencarbonate solution added, and the mixture extracted with ethyl acetate, dried and evaporated. The crude product is purified ... Reactants: CC(Br)Br, CCc1ccc(Br)cc1, CCCC[Sn](Cl)(CCCC)CCCC, CCOC(C)=O, [F-], [K+], [Mg], C1CCOC1. Yields the product CCCC[Sn](CCCC)(CCCC)c1ccc(CC)cc1. RXN SMILES: [Br:2][CH:3]([Br:4])[CH3:5].[Br:6][c:7]1[cH:8][cH:9][c:10]([CH2:13][CH3:14])[cH:11][cH:12]1.[CH2:15]([CH2:16][CH2:17][CH3:18])[Sn:19]([CH2:20][CH2:21][CH2:22][CH3:23])([CH2:24][CH2:25][CH2:26][CH3:27])[Cl:28].[CH3:36][CH2:37][O:38][C:39](=[O:40])[CH3:41].[F-:29].[K+:30].[Mg:1].[O:31]1[CH2:32][CH2:33][CH2:34][CH2:35]1>>[c:7]1([Sn:19]([CH2:15][CH2:16][CH2:17][CH3:18])([CH2:20][CH2:21][CH2:22][CH3:23])[CH2:24][CH2:25][CH2:26][CH3:27])[cH:8][cH:9][c:10]([CH2:13][CH3:14])[cH:11][cH:12]1. The reactants are O=C([O-])O, C=C(C)C, Cc1cc(Oc2ccc(C(=O)O)cc2)ccc1[N+](=O)[O-], ClCCl, [Na+], O=S(=O)(O)O. The product is Cc1cc(Oc2ccc(C(=O)OC(C)(C)C)cc2)ccc1[N+](=O)[O-]. RXN SMILES: [C:30](=[O:31])([OH:32])[O-:33].[CH3:1][C:2]([CH3:3])=[CH2:4].[CH3:5][c:6]1[cH:7][c:8]([O:9][c:10]2[cH:11][cH:12][c:13]([C:14](=[O:15])[OH:16])[cH:17][cH:18]2)[cH:19][cH:20][c:21]1[N+:22](=[O:23])[O-:24].[Cl:35][CH2:36][Cl:37].[Na+:34].[S:25](=[O:26])(=[O:27])([OH:28])[OH:29]>>[CH3:1][C:2]([CH3:3])([CH3:4])[O:16][C:14]([c:13]1[cH:12][cH:11][c:10]([O:9][c:8]2[cH:7][c:6]([CH3:5])[c:21]([N+:22](=[O:23])[O-:24])[cH:20][cH:19]2)[cH:18][cH:17]1)=[O:15]. Reactants: CN1C(C2(CCN(CC2)C(\C=C\C2=C(C=CC=C2)C(F)(F)F)=O)C2=CC(=CC=C12)C(=O)O)=O ((E)-1-methyl-2-oxo-1′-(3-(2-(trifluoromethyl)phenyl)acryloyl)spiro[indoline-3,4′-piperidine]-5-carboxylic acid), C=1C=CC2=C(C1)N=NN2O (HOBt), CCN=C=NCCCN(C)C (EDCI), CCN(C(C)C)C(C)C (DIEA). Solvent: C(Cl)Cl (CH2Cl2). Run at time 8 hour. Yields the product CN1C(C2(CCN(CC2)C(\C=C\C2=C(C=CC=C2)C(F)(F)F)=O)C2=CC(=CC=C12)C(=O)N)=O ((E)-1-methyl-2-oxo-1′-(3-(2-(trifluoromethyl)phenyl)acryloyl)spiro[indoline-3,4′-piperidine]-5-carboxamide). Isolated yield 10.5%. As a reaction SMILES: [CH3:1][N:2]1[C:29]2[C:24](=[CH:25][C:26]([C:30]([OH:32])=O)=[CH:27][CH:28]=2)[C:4]2([CH2:9][CH2:8][N:7]([C:10](=[O:23])/[CH:11]=[CH:12]/[C:13]3[CH:18]=[CH:17][CH:16]=[CH:15][C:14]=3[C:19]([F:22])([F:21])[F:20])[CH2:6][CH2:5]2)[C:3]1=[O:33].C1C=CC2N(O)N=[N:40]C=2C=1.CCN=C=NCCCN(C)C.CCN(C(C)C)C(C)C>C(Cl)Cl>[CH3:1][N:2]1[C:29]2[C:24](=[CH:25][C:26]([C:30]([NH2:40])=[O:32])=[CH:27][CH:28]=2)[C:4]2([CH2:9][CH2:8][N:7]([C:10](=[O:23])/[CH:11]=[CH:12]/[C:13]3[CH:18]=[CH:17][CH:16]=[CH:15][C:14]=3[C:19]([F:20])([F:22])[F:21])[CH2:6][CH2:5]2)[C:3]1=[O:33]. Procedure: To a solution of (E)-1-methyl-2-oxo-1′-(3-(2-(trifluoromethyl)phenyl)acryloyl)spiro[indoline-3,4′-piperidine]-5-carboxylic acid (15 mg, 0.05 mmol) in anhydrous CH2Cl2 (4 mL) was added HOBt (15 mg, 4 mL), EDCI (22 mg, 0.11 mmol) and DIEA (32 mg, 0.25 mmol) at 0° C. and the mixture was stirred overnight under NH3 at rt. The reaction mixture was washed with 1 N aq HCl and the aqueous phase was extracted with CH2Cl2 (2×). The combined organic phases were dried, filtered and concentrated to give (E)-... Starting materials: Cl.CC1=NC2=CC=CC=C2C(=C1)COC1=CC=C(C=C1)S(=O)(=O)N[C@@H]1[C@@H](CNC1)C(=O)OC(C)(C)C (tert-butyl cis-4-[({4-[(2-methylquinolin-4-yl)methoxy]phenyl}sulfonyl)amino]pyrrolidine-3-carboxylate hydrochloride), C(C)(=O)Cl (acetyl chloride). Product: C(C)(=O)N1C[C@H]([C@H](C1)NS(=O)(=O)C1=CC=C(C=C1)OCC1=CC(=NC2=CC=CC=C12)C)C(=O)OC(C)(C)C (tert-butyl cis-1-acetyl-4-[({4-[(2-methylquinolin-4-yl)methoxy]phenyl}sulfonyl)amino]pyrrolidine-3-carboxylate). The yield is 39.2%. As a reaction SMILES: Cl.[CH3:2][C:3]1[CH:12]=[C:11]([CH2:13][O:14][C:15]2[CH:20]=[CH:19][C:18]([S:21]([NH:24][C@H:25]3[CH2:29][NH:28][CH2:27][C@H:26]3[C:30]([O:32][C:33]([CH3:36])([CH3:35])[CH3:34])=[O:31])(=[O:23])=[O:22])=[CH:17][CH:16]=2)[C:10]2[C:5](=[CH:6][CH:7]=[CH:8][CH:9]=2)[N:4]=1.[C:37](Cl)(=[O:39])[CH3:38]>>[C:37]([N:28]1[CH2:29][C@H:25]([NH:24][S:21]([C:18]2[CH:19]=[CH:20][C:15]([O:14][CH2:13][C:11]3[C:10]4[C:5](=[CH:6][CH:7]=[CH:8][CH:9]=4)[N:4]=[C:3]([CH3:2])[CH:12]=3)=[CH:16][CH:17]=2)(=[O:23])=[O:22])[C@H:26]([C:30]([O:32][C:33]([CH3:36])([CH3:35])[CH3:34])=[O:31])[CH2:27]1)(=[O:39])[CH3:38] |f:0.1|. Reported procedure: According to the procedure of Example 17, Step 3, the reaction of 320.4 mg of tert-butyl cis-4-[({4-[(2-methylquinolin-4-yl)methoxy]phenyl}sulfonyl)amino]pyrrolidine-3-carboxylate hydrochloride with 57 mg of acetyl chloride provided 127 mg (39% yield) of tert-butyl cis-1-acetyl-4-[({4-[(2-methylquinolin-4-yl)methoxy]phenyl}sulfonyl)amino]pyrrolidine-3-carboxylate. MS: 540.1(M+H)+